This data is from the Open Reaction Database (ORD), a public repository of structured organic reaction records. The task is: describe an organic reaction: reactants, conditions, products, and yield Starting materials: C(\C=C\C(=O)O)(=O)O (fumaric acid), C[Sn](C1=CC=C(OC2CN3CCC2CC3)C=C1)(C)C (3-[4-(trimethylstannyl)phenoxyl]quinuclidine), IC1=CC2=C(N3CC4=C(N(C2)C3)C=CC(=C4)I)C=C1 (2,8-Diiodo-6H,12H-5,11-methano-dibenzo[b,f][1,5]diazocine), CC1=C(C=CC=C1)P(C2=C(C=CC=C2)C)C3=C(C=CC=C3)C (P(o-tolyl)3). Reagents/catalysts: C=1C=CC(=CC1)/C=C/C(=O)/C=C/C2=CC=CC=C2.C=1C=CC(=CC1)/C=C/C(=O)/C=C/C2=CC=CC=C2.C=1C=CC(=CC1)/C=C/C(=O)/C=C/C2=CC=CC=C2.[Pd].[Pd] (Pd2(dba)3). Run in CCOC(=O)C.CO (EtOAc MeOH), CN(C)C=O (DMF). Product: C(\C=C\C(=O)O)(=O)O.N12CC(C(CC1)CC2)OC2=CC=C(C=C2)C2=CC1=C(N3CC4=C(N(C1)C3)C=CC(=C4)I)C=C2 (2-[4-(1-Aza-bicyclo[2.2.2]oct-3-yloxy)-phenyl]-8-iodo-6H,12H-5,11-methano-dibenzo[b,f][1,5]diazocine fumarate). Yield: 56.1%. RXN SMILES: C[Sn](C)(C)[C:3]1[CH:17]=[CH:16][C:6]([O:7][CH:8]2[CH:13]3[CH2:14][CH2:15][N:10]([CH2:11][CH2:12]3)[CH2:9]2)=[CH:5][CH:4]=1.[I:20][C:21]1[CH:38]=[CH:37][C:24]2[N:25]3[CH2:31][N:29]([CH2:30][C:23]=2[CH:22]=1)[C:28]1[CH:32]=[CH:33][C:34](I)=[CH:35][C:27]=1[CH2:26]3.CC1C=CC=CC=1P(C1C=CC=CC=1C)C1C=CC=CC=1C.[C:61]([OH:68])(=[O:67])/[CH:62]=[CH:63]/[C:64]([OH:66])=[O:65]>CN(C=O)C.CCOC(C)=O.CO.C1C=CC(/C=C/C(/C=C/C2C=CC=CC=2)=O)=CC=1.C1C=CC(/C=C/C(/C=C/C2C=CC=CC=2)=O)=CC=1.C1C=CC(/C=C/C(/C=C/C2C=CC=CC=2)=O)=CC=1.[Pd].[Pd]>[C:61]([OH:68])(=[O:67])/[CH:62]=[CH:63]/[C:64]([OH:66])=[O:65].[N:10]12[CH2:15][CH2:14][CH:13]([CH2:12][CH2:11]1)[CH:8]([O:7][C:6]1[CH:16]=[CH:17][C:3]([C:34]3[CH:33]=[CH:32][C:28]4[N:29]5[CH2:31][N:25]([CH2:26][C:27]=4[CH:35]=3)[C:24]3[CH:37]=[CH:38][C:21]([I:20])=[CH:22][C:23]=3[CH2:30]5)=[CH:4][CH:5]=1)[CH2:9]2 |f:5.6,7.8.9.10.11,12.13|. Procedure details: The product of Example 28B (300 mg, 0.8 mmol) was coupled with the product of Example 28A (450 mg, 0.95 mmol) under the catalysis of Pd2(dba)3 (Aldrich, 30 mg, 0.033 mmol) and P(o-tolyl)3 (Aldrich, 30 mg, 0.1 mmol) in dry DMF (Aldrich, 4 mL) at 80° C. for 3 hours. It was then concentrated under reduced pressure and the free base of the title compound was purified by preparative HPLC (Xterra™, column, Xterra RP-18 5 μm, 30×100 mm. Eluting Solvent, MeCN/H2O(NH4HCO3, 0.1 M, pH=10) (v. 90/10 to 10/9...